Dataset: the Open Reaction Database (ORD), a public repository of structured organic reaction records. Task: describe an organic reaction: reactants, conditions, products, and yield Starting materials: O=CO, O, CCOC(=O)C1=C(CCC(O)c2ccccc2)NC(C)=C(C(=O)OC)C1c1cccc([N+](=O)[O-])c1. Yields the product CCOC(=O)C1=C(CCC(OC=O)c2ccccc2)NC(C)=C(C(=O)OC)C1c1cccc([N+](=O)[O-])c1. As a reaction SMILES: [CH:36](=[O:37])[OH:38].[OH2:39].[c:1]1([CH:7]([CH2:8][CH2:9][C:10]2=[C:15]([C:16](=[O:17])[O:18][CH2:19][CH3:20])[CH:14]([c:21]3[cH:22][c:23]([N+:27](=[O:28])[O-:29])[cH:24][cH:25][cH:26]3)[C:13]([C:30](=[O:31])[O:32][CH3:33])=[C:12]([CH3:34])[NH:11]2)[OH:35])[cH:2][cH:3][cH:4][cH:5][cH:6]1>>[c:1]1([CH:7]([CH2:8][CH2:9][C:10]2=[C:15]([C:16](=[O:17])[O:18][CH2:19][CH3:20])[CH:14]([c:21]3[cH:22][c:23]([N+:27](=[O:28])[O-:29])[cH:24][cH:25][cH:26]3)[C:13]([C:30](=[O:31])[O:32][CH3:33])=[C:12]([CH3:34])[NH:11]2)[O:35][CH:36]=[O:37])[cH:2][cH:3][cH:4][cH:5][cH:6]1. Starting materials: ClC=1C=CC=2C(C3=C(NC2C1)C(N(C3=O)NC3=C(C=CC=C3)OC)=O)=O (6-chloro-2-(2-methoxyanilino)-2,3,4,9-tetrahydro-1H-pyrrolo[3,4-b]quinoline-1,3,9-trione), CS(=O)(=O)O (methanesulfonic acid). Run in CO (methanol). Reaction conditions: time 16 hour. The product is ClC=1C=CC=2C(C3=C(NC2C1)C(N(N=C3O)C3=C(C=CC=C3)OC)=O)=O (7-Chloro-1-hydroxy-3-(2-methoxyphenyl)-3,4,5,10-tetrahydropyridazino[4,5-b]quinoline-4,10-dione). The yield is 49.9%. Reaction SMILES: [Cl:1][C:2]1[CH:3]=[CH:4][C:5]2[C:6](=[O:26])[C:7]3[C:14](=[O:15])[N:13]([NH:16][C:17]4[CH:22]=[CH:21][CH:20]=[CH:19][C:18]=4[O:23][CH3:24])[C:12](=[O:25])[C:8]=3[NH:9][C:10]=2[CH:11]=1.CS(O)(=O)=O>CO>[Cl:1][C:2]1[CH:3]=[CH:4][C:5]2[C:6](=[O:26])[C:7]3[C:14]([OH:15])=[N:13][N:16]([C:17]4[CH:22]=[CH:21][CH:20]=[CH:19][C:18]=4[O:23][CH3:24])[C:12](=[O:25])[C:8]=3[NH:9][C:10]=2[CH:11]=1. Procedure: A stirred suspension of 6-chloro-2-(2-methoxyanilino)-2,3,4,9-tetrahydro-1H-pyrrolo[3,4-b]quinoline-1,3,9-trione (1.78 g, 4.81 mM) in a solution of methanol (285 mL) and methanesulfonic acid (89 mL) was refluxed for 8 hours during which time a tan precipitate formed. The resulting suspension was cooled to room temperature and stirred for 16 hours. The suspension was filtered (the filtrate was saved for use in Example 30) and the collected solids were washed with methanol and then ether to give t... Reactants: C(C1=CC=CC=C1)OC1=C(OC2=C(C=C(C=C2)O)F)C=CC(=C1)CC (4-[2-(benzyloxy)-4-ethylphenoxy]-3-fluorophenol), C([O-])([O-])=O.[K+].[K+] (potassium carbonate), [Na+].[I-] (NaI), BrC(C(=O)OCC)CC (ethyl bromobutyrate), C(CCC)[N+](CCCC)(CCCC)CCCC (tetrabutylammonium), [NH4+].[Cl-] (NH4Cl). Solvent: CC(=O)C (acetone), O (Water). Run at temperature 60 celsius, time 14 hour. Product: C(C)OC(CCCOC1=CC(=C(C=C1)OC1=C(C=C(C=C1)CC)OCC1=CC=CC=C1)F)=O (4-[4-(2-Benzyloxy-4-ethyl-phenoxy)-3-fluoro-phenoxy]-butyric acid ethyl ester). Isolated yield 73.3%. As a reaction SMILES: [CH2:1]([O:8][C:9]1[CH:23]=[C:22]([CH2:24][CH3:25])[CH:21]=[CH:20][C:10]=1[O:11][C:12]1[CH:17]=[CH:16][C:15]([OH:18])=[CH:14][C:13]=1[F:19])[C:2]1[CH:7]=[CH:6][CH:5]=[CH:4][CH:3]=1.C(=O)([O-])[O-].[K+].[K+].[Na+].[I-].Br[CH:35]([CH2:41][CH3:42])[C:36]([O:38][CH2:39][CH3:40])=[O:37].C([N+](CCCC)(CCCC)CCCC)CCC.[NH4+].[Cl-]>CC(C)=O.O>[CH2:39]([O:38][C:36](=[O:37])[CH2:35][CH2:41][CH2:42][O:18][C:15]1[CH:16]=[CH:17][C:12]([O:11][C:10]2[CH:20]=[CH:21][C:22]([CH2:24][CH3:25])=[CH:23][C:9]=2[O:8][CH2:1][C:2]2[CH:3]=[CH:4][CH:5]=[CH:6][CH:7]=2)=[C:13]([F:19])[CH:14]=1)[CH3:40] |f:1.2.3,4.5,8.9|. Procedure details: To a solution of 4-[2-(benzyloxy)-4-ethylphenoxy]-3-fluorophenol (0.30 mmol; 100 mg) in dry acetone (2 mL), under argon, were added potassium carbonate (0.35 mmol; 49 mg), NaI (0.06 mmol; 9 mg) and ethyl bromobutyrate (0.35 mmol; 51 μL). The reaction was stirred 14 hours at 60° C. Water (100 μL) and tetrabutylammonium hydroxyde (0.03 mmol; 8 mg) were added and the mixture was stirred 16 hours at 60° C. The reaction was hydrolysed with NH4Cl sat. (5 mL) and extracted with ethyl acetate (3*3 mL). ... Starting materials: S(=O)(=O)([O-])[O-].[Na+].[Na+] (sodium sulfate), C(C)OC(=O)C(CC(C1=CC=CC=C1)=O)N[C@@H](C)C(=O)O (N-(1-ethoxycarbonyl-3-oxo-3-phenylpropyl)-L-alanine), Pd--C, S(O)(O)(=O)=O (sulfuric acid). Solvent: [H][H] (hydrogen), O (water), C(C)O (ethanol), C(C)O (ethanol), O (water), O (water), [H][H] (hydrogen), [H][H] (hydrogen). Run at temperature 20 celsius. Product: C(C)OC(=O)[C@H](CCC1=CC=CC=C1)N[C@@H](C)C(=O)O (N-(1(S)-ethoxycarbonyl-3-phenylpropyl)-L-alanine). Isolated yield 67.6%. As a reaction SMILES: [CH2:1]([O:3][C:4]([CH:6]([NH:16][C@H:17]([C:19]([OH:21])=[O:20])[CH3:18])[CH2:7][C:8](=O)[C:9]1[CH:14]=[CH:13][CH:12]=[CH:11][CH:10]=1)=[O:5])[CH3:2].S(=O)(=O)(O)O.S([O-])([O-])(=O)=O.[Na+].[Na+]>[H][H].C(O)C.O>[CH2:1]([O:3][C:4]([C@@H:6]([NH:16][C@H:17]([C:19]([OH:21])=[O:20])[CH3:18])[CH2:7][CH2:8][C:9]1[CH:14]=[CH:13][CH:12]=[CH:11][CH:10]=1)=[O:5])[CH3:2] |f:2.3.4|. Procedure details: N-(1-ethoxycarbonyl-3-oxo-3-phenylpropyl)-L-alanine [(1S/1R)=9.0] (10.0 g, 34 mmoles) was added to 105 ml of 7% (w/w) water-containing ethanol containing 1.9 N sulfuric acid. Thereto 50% (w/w) water-containing 5% Pd--C (5.0 g) was added and the catalytic reduction was carried out in hydrogen atmosphere (atmospheric pressure) under the conditions of an inner temperature of about 20° C. and an agitation power of a range from 0.5 to 1 kW/m3 (amount of sulfuric acid based on substrate: 6 equivalents... The reactants are C=CCn1c(C(N)=O)nc2c1c(=O)n(CCCC)c(=O)n2CCCC, CN(C)C=O, O=P(Cl)(Cl)Cl. The product is C=CCn1c(C#N)nc2c1c(=O)n(CCCC)c(=O)n2CCCC. RXN SMILES: [CH2:1]([CH2:2][CH2:3][CH3:4])[n:5]1[c:6](=[O:25])[n:7]([CH2:21][CH2:22][CH2:23][CH3:24])[c:8]2[n:9][c:10]([C:18](=[O:19])[NH2:20])[n:11]([CH2:15][CH:16]=[CH2:17])[c:12]2[c:13]1=[O:14].[O:31]=[CH:32][N:33]([CH3:34])[CH3:35].[P:26]([Cl:27])([Cl:28])([Cl:29])=[O:30]>>[CH2:1]([CH2:2][CH2:3][CH3:4])[n:5]1[c:6](=[O:25])[n:7]([CH2:21][CH2:22][CH2:23][CH3:24])[c:8]2[n:9][c:10]([C:18]#[N:20])[n:11]([CH2:15][CH:16]=[CH2:17])[c:12]2[c:13]1=[O:14]. The reactants are CC1=CC=C(C(=O)Cl)C=C1 (p-methylbenzoyl chloride), C(#N)C1NC1 (2-cyanoaziridine), C(C)(=O)OCC (ethyl acetate). Solvent: O (water). The product is CC1=CC=C(C(=O)N2C(C2)C#N)C=C1 (1-(4-Methylbenzoyl)-2-cyanoaziridine). Reaction SMILES: [CH3:1][C:2]1[CH:10]=[CH:9][C:5]([C:6](Cl)=[O:7])=[CH:4][CH:3]=1.[C:11]([CH:13]1[CH2:15][NH:14]1)#[N:12].C(OCC)(=O)C>O>[CH3:1][C:2]1[CH:10]=[CH:9][C:5]([C:6]([N:14]2[CH2:15][CH:13]2[C:11]#[N:12])=[O:7])=[CH:4][CH:3]=1. Procedure: This compound is obtained in the form of an oil in a yield of 1.8 g. from 1.54 g. p-methylbenzoyl chloride and 0.68 g. 2-cyanoaziridine. It still contains a little ethyl acetate and water. The analytical results (elementary analysis, NMR and mass spectra) confirm the structure. The reactants are C(C)(=O)C1=C(OC2=C1C=C(C=C2)C#N)C=CC2=CC=C(C=C2)OC (3-acetyl-2-[2-(4-methoxyphenyl)-vinyl]-5-benzofurancarbonitrile), S(=O)(=O)([O-])[O-].[Ba+2] (barium sulfate). Reagents/catalysts: [Pd]=O (palladium oxide). Solvent: O1CCCC1 (tetrahydrofuran), C(C)O (ethanol). Conditions: time 3.5 hour. Yields the product C(C)(=O)C1=C(OC2=C1C=C(C=C2)C#N)CCC2=CC=C(C=C2)OC (3-acetyl-2-[2-(4-methoxyphenyl)ethyl]-5-benzofurancarbonitrile). Yield: 69.7%. Reaction SMILES: [C:1]([C:4]1[C:8]2[CH:9]=[C:10]([C:13]#[N:14])[CH:11]=[CH:12][C:7]=2[O:6][C:5]=1[CH:15]=[CH:16][C:17]1[CH:22]=[CH:21][C:20]([O:23][CH3:24])=[CH:19][CH:18]=1)(=[O:3])[CH3:2].S([O-])([O-])(=O)=O.[Ba+2]>O1CCCC1.C(O)C.[Pd]=O>[C:1]([C:4]1[C:8]2[CH:9]=[C:10]([C:13]#[N:14])[CH:11]=[CH:12][C:7]=2[O:6][C:5]=1[CH2:15][CH2:16][C:17]1[CH:18]=[CH:19][C:20]([O:23][CH3:24])=[CH:21][CH:22]=1)(=[O:3])[CH3:2] |f:1.2|. Procedure: 1H-NMR (CDCl3) δ: 2.69 (3H, s), 3.85 (3H, s), 6.98 (2H, d, J=10 Hz), 7.50-7.80 (6H, m), 8.36 (1H) d) 7.8 g of 3-acetyl-2-[2-(4-methoxyphenyl)-vinyl]-5-benzofurancarbonitrile obtained in the above step c) was dissolved in a solvent mixture of 600 ml of tetrahydrofuran and 500 ml of ethanol. 900 mg of palladium oxide.1H2O.barium sulfate was added to the above solution, and the mixture was subjected to catalytic hydrogenation under normal pressure for 3.5 hours. After removing the catalyst by filtr... The reactants are BrCCC(=O)[C@@H](O)[C@@H](O)[C@H](O)[C@H](O)CO (bromoethylmannose), [N-]=[N+]=[N-].[Na+] (sodium azide), [I-].[Na+] (sodium iodide). Run in O (water). Conditions: time 8 hour. Yields the product N(=[N+]=[N-])CCC(=O)[C@@H](O)[C@@H](O)[C@H](O)[C@H](O)CO (azidoethylmannose). Reaction SMILES: Br[CH2:2][CH2:3][C:4]([C@H:6]([C@H:8]([C@@H:10]([C@@H:12]([CH2:14][OH:15])[OH:13])[OH:11])[OH:9])[OH:7])=[O:5].[N-:16]=[N+:17]=[N-:18].[Na+].[I-].[Na+]>O>[N:16]([CH2:2][CH2:3][C:4]([C@H:6]([C@H:8]([C@@H:10]([C@@H:12]([CH2:14][OH:15])[OH:13])[OH:11])[OH:9])[OH:7])=[O:5])=[N+:17]=[N-:18] |f:1.2,3.4|. Reported procedure: A 5 L round bottom three-necked flask, equipped with a heating mantle, an overhead stirrer, and a thermometer, is charged with 150 gm bromoethylmannose (525 mmol). The oil is dissolved in 2 L water and treated with 68.3 gm sodium azide (1.05 mol, 2 equiv.; 65 gm/mol; Alfa-Aesar) followed by 7.9 gm sodium iodide (52.5 mmol, 0.08 equiv.; 149.89 gm/mol; Alfa-Aesar) and the solution warmed to 50 C and stirred overnight. The solution is cooled to room temperature and concentrated to dryness on the ro... The reactants are O=C(CBr)c1ccc(Cl)cc1Cl, CC(C)=O, CC1(C)OCC(COC(F)(F)C(F)F)O1, O=S(=O)(O)O. The product is FC(F)C(F)(F)OCC1COC(CBr)(c2ccc(Cl)cc2Cl)O1. Reaction SMILES: [Br:16][CH2:17][C:18](=[O:19])[c:20]1[c:21]([Cl:27])[cH:22][c:23]([Cl:26])[cH:24][cH:25]1.[CH3:33][C:34](=[O:35])[CH3:36].[F:1][C:2]([CH:3]([F:4])[F:5])([O:6][CH2:7][CH:8]1[O:9][C:11]([CH3:13])([CH3:14])[O:10][CH2:12]1)[F:15].[S:28](=[O:29])(=[O:30])([OH:31])[OH:32]>>[F:1][C:2]([CH:3]([F:4])[F:5])([O:6][CH2:7][CH:8]1[O:9][C:18]([CH2:17][Br:16])([c:20]2[c:21]([Cl:27])[cH:22][c:23]([Cl:26])[cH:24][cH:25]2)[O:19][CH2:12]1)[F:15].